From a dataset of the Open Reaction Database (ORD), a public repository of structured organic reaction records. describe an organic reaction: reactants, conditions, products, and yield Run in CN(C=O)C (N,N-dimethylformamide). Reaction conditions: temperature 50 celsius, time 1 day. Reactants: ice water, COCCl (Methoxymethyl chloride), C([O-])([O-])=O.[K+].[K+] (potassium carbonate), C(CC)C=1C=C(C=CC1)O (3-propylphenol). Yields the product COCOC1=CC(=CC=C1)CCC (1-(methoxymethoxy)-3-propylbenzene). Reaction SMILES: [CH3:1][O:2][CH2:3]Cl.C(=O)([O-])[O-].[K+].[K+].[CH2:11]([C:14]1[CH:15]=[C:16]([OH:20])[CH:17]=[CH:18][CH:19]=1)[CH2:12][CH3:13]>CN(C)C=O>[CH3:1][O:2][CH2:3][O:20][C:16]1[CH:17]=[CH:18][CH:19]=[C:14]([CH2:11][CH2:12][CH3:13])[CH:15]=1 |f:1.2.3|. Procedure details: Methoxymethyl chloride (8.4 mL) and potassium carbonate (30 g) were added to an N,N-dimethylformamide (150 mL) solution of 3-propylphenol (10 g) at room temperature, followed by stirring at 50° C. for one day. The reaction solution was poured into ice water. The insoluble matter was filtered off, and extracted with a hexane-ethyl acetate (1:1) mixed solvent. The organic layer was successively washed with water and brine. The resultant was dried over magnesium sulfate, and concentrated. The obtai...